The task is: describe an organic reaction: reactants, conditions, products, and yield. This data is from the Open Reaction Database (ORD), a public repository of structured organic reaction records. The reactants are 50g, C(\C=C/C(=O)O)(=O)O (maleic acid). Reagents/catalysts: catalyst. The solvent is O (water). Conditions: temperature 170 celsius, time 175 minute. Product: C1(CCCO1)=O (γ-butyrolactone), C(CCCO)O (1,4-butanediol). RXN SMILES: [C:1]([OH:8])(=[O:7])/[CH:2]=[CH:3]\[C:4]([OH:6])=[O:5]>O>[C:4]1(=[O:6])[O:8][CH2:1][CH2:2][CH2:3]1.[CH2:1]([OH:7])[CH2:2][CH2:3][CH2:4][OH:5]. Reported procedure: 0.5g of the catalyst of Example 12, and then 50g of a 20 weight percent solution of maleic acid in water, were placed in the glass liner of a 300 ml autoclave, which was then sealed, purged several times with hydrogen and then pressurized with hydrogen to 1100 psig. The autoclave was heated to 170° C. and the pressure adjusted to 1850 psig. As the reaction proceeded, additional hydrogen was added when the pressure dropped 50 to 100 psi to bring the pressure back to or near the original pressure ...